Dataset: the Open Reaction Database (ORD), a public repository of structured organic reaction records. Task: describe an organic reaction: reactants, conditions, products, and yield Yields the product FC(C1=C(OC2CCN(CC2)C2=NN=C(S2)N)C=CC=C1)(F)F (5-{4-[2-(Trifluoromethyl)phenoxy]piperidin-1-yl}-1,3,4-thiadiazol-2-amine). Reaction conditions: temperature 80 celsius, time 8 hour. Reactants: Cl.FC(C1=C(OC2CCNCC2)C=CC=C1)(F)F (4-[2-(trifluoromethyl)phenoxy]piperidine hydrochloride), BrC1=NN=C(S1)N (5-bromo-1,3,4-thiadiazol-2-amine), C(=O)([O-])[O-].[K+].[K+] (K2CO3). Reported procedure: To a solution of 4-[2-(trifluoromethyl)phenoxy]piperidine hydrochloride (5.5 g, 2.2 mmol) in DMF (50 mL) was added 5-bromo-1,3,4-thiadiazol-2-amine (3.3 g, 2.2 mmol) and K2CO3 (9.1 g, 6.6 mmol). The reaction was heated at 80° C. with stirring overnight. After cooling, the salt was removed by filtration and the filtrate was evaporated in vacuo. The residue was triturated with EtOAc to afford the title compound. Run in CN(C)C=O (DMF). As a reaction SMILES: Cl.[F:2][C:3]([F:18])([F:17])[C:4]1[CH:16]=[CH:15][CH:14]=[CH:13][C:5]=1[O:6][CH:7]1[CH2:12][CH2:11][NH:10][CH2:9][CH2:8]1.Br[C:20]1[S:24][C:23]([NH2:25])=[N:22][N:21]=1.C([O-])([O-])=O.[K+].[K+]>CN(C=O)C>[F:18][C:3]([F:2])([F:17])[C:4]1[CH:16]=[CH:15][CH:14]=[CH:13][C:5]=1[O:6][CH:7]1[CH2:12][CH2:11][N:10]([C:20]2[S:24][C:23]([NH2:25])=[N:22][N:21]=2)[CH2:9][CH2:8]1 |f:0.1,3.4.5|. Starting materials: CI (Methyl iodide), C(CCCCC)SC1=NSN=C1C=1C=NC(=CC1)C (3-(3-hexylthio-1,2,5-thiadiazol-4-yl)-6-methylpyridine). Run in CC(=O)C (acetone). Conditions: time 20 hour. Product: [I-].C(CCCCC)SC1=NSN=C1C=1C=[N+](C(=CC1)C)C (3-(3-Hexylthio-1,2,5-thiadiazol-4-yl)-1,6-dimethylpyridinium iodide). Reaction SMILES: [CH3:1][I:2].[CH2:3]([S:9][C:10]1[C:14]([C:15]2[CH:16]=[N:17][C:18]([CH3:21])=[CH:19][CH:20]=2)=[N:13][S:12][N:11]=1)[CH2:4][CH2:5][CH2:6][CH2:7][CH3:8]>CC(C)=O>[I-:2].[CH2:3]([S:9][C:10]1[C:14]([C:15]2[CH:16]=[N+:17]([CH3:1])[C:18]([CH3:21])=[CH:19][CH:20]=2)=[N:13][S:12][N:11]=1)[CH2:4][CH2:5][CH2:6][CH2:7][CH3:8] |f:3.4|. Procedure details: Methyl iodide (1 ml, 15 mmol) was added to a solution of 3-(3-hexylthio-1,2,5-thiadiazol-4-yl)-6-methylpyridine (4 mmol) in acetone (5 ml) and the reaction mixture was stirred at room temperature for 20 h. Evaporation of the reaction mixture gave the crude product, which was used without further purification. The reactants are OC1CN(c2cccc(Cc3ccccc3)c2)CC1O, [H-], CI, [Na+]. Product: COC1CN(c2cccc(Cc3ccccc3)c2)CC1O. Reaction SMILES: [CH2:5]([c:6]1[cH:7][cH:8][cH:9][cH:10][cH:11]1)[c:12]1[cH:13][c:14]([N:18]2[CH2:19][CH:20]([OH:24])[CH:21]([OH:23])[CH2:22]2)[cH:15][cH:16][cH:17]1.[H-:1].[I:3][CH3:4].[Na+:2]>>[CH3:4][O:23][CH:21]1[CH:20]([OH:24])[CH2:19][N:18]([c:14]2[cH:13][c:12]([CH2:5][c:6]3[cH:7][cH:8][cH:9][cH:10][cH:11]3)[cH:17][cH:16][cH:15]2)[CH2:22]1.